From a dataset of the Open Reaction Database (ORD), a public repository of structured organic reaction records. describe an organic reaction: reactants, conditions, products, and yield Reactants: ClC1=C(C#N)C=C(C=C1)S(=O)(=O)C (2-chloro-5-(methylsulfonyl)benzonitrile), ClC1=C(C=C(C=C1)CC(=O)O)O ((4-Chloro-3-hydroxyphenyl)acetic acid). The product is ClC1=C(C=C(C=C1)CC(=O)O)OC1=C(C=C(C=C1)S(=O)(=O)C)C#N ({4-chloro-3-[2-cyano-4-(methylsulfonyl)phenoxy]phenyl}acetic acid). RXN SMILES: Cl[C:2]1[CH:9]=[CH:8][C:7]([S:10]([CH3:13])(=[O:12])=[O:11])=[CH:6][C:3]=1[C:4]#[N:5].[Cl:14][C:15]1[CH:20]=[CH:19][C:18]([CH2:21][C:22]([OH:24])=[O:23])=[CH:17][C:16]=1[OH:25]>>[Cl:14][C:15]1[CH:20]=[CH:19][C:18]([CH2:21][C:22]([OH:24])=[O:23])=[CH:17][C:16]=1[O:25][C:2]1[CH:9]=[CH:8][C:7]([S:10]([CH3:13])(=[O:12])=[O:11])=[CH:6][C:3]=1[C:4]#[N:5]. Procedure details: The title compound was prepared by the method of example 2 step (iii) using the product of step (i) and the product of example 1 step (iii). The reactants are CC(=O)Nc1c(C(C)=O)c(=O)n(C)c2nc(-c3ccc(Cl)cc3Cl)c(-c3ccc(Cl)cc3)cc12, C1COCCO1, CCOC(C)=O, Cl. The product is CC(=O)c1c(N)c2cc(-c3ccc(Cl)cc3)c(-c3ccc(Cl)cc3Cl)nc2n(C)c1=O. Reaction SMILES: [C:1]([CH3:2])(=[O:3])[c:4]1[c:5](=[O:34])[n:6]([CH3:33])[c:7]2[n:8][c:9](-[c:25]3[c:26]([Cl:32])[cH:27][c:28]([Cl:31])[cH:29][cH:30]3)[c:10](-[c:18]3[cH:19][cH:20][c:21]([Cl:24])[cH:22][cH:23]3)[cH:11][c:12]2[c:13]1[NH:14][C:15](=[O:16])[CH3:17].[CH2:36]1[O:37][CH2:38][CH2:39][O:40][CH2:41]1.[CH3:42][CH2:43][O:44][C:45]([CH3:46])=[O:47].[ClH:35]>>[C:1]([CH3:2])(=[O:3])[c:4]1[c:5](=[O:34])[n:6]([CH3:33])[c:7]2[n:8][c:9](-[c:25]3[c:26]([Cl:32])[cH:27][c:28]([Cl:31])[cH:29][cH:30]3)[c:10](-[c:18]3[cH:19][cH:20][c:21]([Cl:24])[cH:22][cH:23]3)[cH:11][c:12]2[c:13]1[NH2:14]. Starting materials: Cl (hydrochloric acid), Cl.C1(CC1)C(C(C1=C(C=CC=C1)F)N1C\C(\C(CC1)S)=C/C=1N=CN(C1)CC(=O)OCC)=O ((E)-1-[2-cyclopropyl-1-(2-fluorophenyl)-2-oxoethyl]-3-{[1-(ethoxycarbonylmethyl)-1H-imidazol-4-yl]methylidene}-4-sulfanylpiperidine hydrochloride), O1CCCC1 (tetrahydrofuran), [OH-].[Na+] (sodium hydroxide). Solvent: O (water). Yields the product Cl.C(=O)(O)CN1C=NC(=C1)\C=C\1/CN(CCC1S)C(C(=O)C1CC1)C1=C(C=CC=C1)F ((E)-3-{[1-(Carboxymethyl)-1H-imidazol-4-yl]methylidene}-1-[2-cyclopropyl-1-(2-fluorophenyl)-2-oxoethyl]-4-sulfanylpiperidine hydrochloride). The yield is 80.9%. RXN SMILES: [ClH:1].[CH:2]1([C:5](=[O:33])[CH:6]([N:14]2[CH2:19][CH2:18][CH:17]([SH:20])/[C:16](=[CH:21]/[C:22]3[N:23]=[CH:24][N:25]([CH2:27][C:28]([O:30]CC)=[O:29])[CH:26]=3)/[CH2:15]2)[C:7]2[CH:12]=[CH:11][CH:10]=[CH:9][C:8]=2[F:13])[CH2:4][CH2:3]1.O1CCCC1.[OH-].[Na+].Cl>O>[ClH:1].[C:28]([CH2:27][N:25]1[CH:26]=[C:22](/[CH:21]=[C:16]2\[CH2:15][N:14]([CH:6]([C:7]3[CH:12]=[CH:11][CH:10]=[CH:9][C:8]=3[F:13])[C:5]([CH:2]3[CH2:3][CH2:4]3)=[O:33])[CH2:19][CH2:18][CH:17]\2[SH:20])[N:23]=[CH:24]1)([OH:30])=[O:29] |f:0.1,3.4,7.8|. Procedure: To a solution of (E)-1-[2-cyclopropyl-1-(2-fluorophenyl)-2-oxoethyl]-3-{[1-(ethoxycarbonylmethyl)-1H-imidazol-4-yl]methylidene}-4-sulfanylpiperidine hydrochloride (72.6 mg) in a mixed solvent of tetrahydrofuran (2 ml) and water (1 ml) was added 1N aqueous sodium hydroxide solution (0.55 ml) with stirring under ice-cooling, and the resulting mixture was stirred at the same temperature for 3 minutes. To the reaction mixture was added 1N hydrochloric acid solution (1.00 ml). The reaction mixture wa...